This data is from the Open Reaction Database (ORD), a public repository of structured organic reaction records. The task is: describe an organic reaction: reactants, conditions, products, and yield The reactants are C1CCOC1, COC(=O)CCc1cc(C)c(-c2cc3ccc(C(=O)O)cc3[nH]2)c(C)c1, CCN=C=NCCCN(C)C, CCCN1CC[NH+](C)C1, CCOC(C)=O, [I-], Nc1ccc2ccccc2n1, On1nnc2ccccc21. Product: COC(=O)CCc1cc(C)c(-c2cc3ccc(C(=O)Nc4ccc5ccccc5n4)cc3[nH]2)c(C)c1. As a reaction SMILES: [CH2:69]1[O:70][CH2:71][CH2:72][CH2:73]1.[CH3:1][O:2][C:3](=[O:4])[CH2:5][CH2:6][c:7]1[cH:8][c:9]([CH3:26])[c:10](-[c:14]2[nH:15][c:16]3[cH:17][c:18]([C:23](=[O:24])[OH:25])[cH:19][cH:20][c:21]3[cH:22]2)[c:11]([CH3:13])[cH:12]1.[CH3:38][CH2:39][N:40]=[C:41]=[N:42][CH2:43][CH2:44][CH2:45][N:46]([CH3:47])[CH3:48].[CH3:60][NH+:61]1[CH2:62][CH2:63][N:64]([CH2:65][CH2:66][CH3:67])[CH2:68]1.[CH3:74][CH2:75][O:76][C:77](=[O:78])[CH3:79].[I-:59].[NH2:27][c:28]1[n:29][c:30]2[cH:31][cH:32][cH:33][cH:34][c:35]2[cH:36][cH:37]1.[OH:49][n:50]1[c:51]2[c:52]([cH:53][cH:54][cH:55][cH:56]2)[n:57][n:58]1>>[CH3:1][O:2][C:3](=[O:4])[CH2:5][CH2:6][c:7]1[cH:8][c:9]([CH3:26])[c:10](-[c:14]2[nH:15][c:16]3[cH:17][c:18]([C:23](=[O:25])[NH:27][c:28]4[n:29][c:30]5[cH:31][cH:32][cH:33][cH:34][c:35]5[cH:36][cH:37]4)[cH:19][cH:20][c:21]3[cH:22]2)[c:11]([CH3:13])[cH:12]1. The reactants are C(C=C)C(=O)[C@@H](O)[C@H](O)[C@H](CO)N=[N+]=[N-] (1-allyl-4-azido-4-deoxy-L-Xylose), O (water). Reagents/catalysts: [Pd](Cl)Cl (palladium (II) chloride). Solvent: CO (methanol). Reaction conditions: time 24 hour. The product is N(=[N+]=[N-])[C@H]([C@H]([C@@H](C=O)O)O)CO (4-azido-4-deoxy-L-Xylose). The yield is 61.7%. RXN SMILES: C([C:4]([C@H:6]([C@@H:8]([C@@H:10]([N:13]=[N+:14]=[N-:15])[CH2:11][OH:12])[OH:9])[OH:7])=[O:5])C=C.O>CO.[Pd](Cl)Cl>[N:13]([C@@H:10]([CH2:11][OH:12])[C@@H:8]([OH:9])[C@H:6]([OH:7])[CH:4]=[O:5])=[N+:14]=[N-:15]. Procedure: 1-allyl-4-azido-4-deoxy-L-xylose 36 (496 mg, 2.3 mmol) was dissolved in 99:1 methanol:water (10 mL), followed by the addition of palladium (II) chloride (81.7 mg, 0.46 mmol). The reaction mixture was stirred for 24 h at room temperature, and then filtered through a pad of Celite® with methanol wash (100 mL). The combined filtrates were purified by silica gel flash chromatography (DCM to 9:1 DCM:MeOH) to give of 37 as a yellow oil (249 mg, 1.42 mmol, 62%).